The task is: describe an organic reaction: reactants, conditions, products, and yield. This data is from the Open Reaction Database (ORD), a public repository of structured organic reaction records. The reactants are C(C#CC)OC1=CC=C(C=C1)S(=O)(=O)CC1(CCN(CC1)C(=O)C1(COC(OC1)(C)C)C)C(=O)NO (4-({[4-(2-Butynyloxy)phenyl]sulfonyl}methyl)-N-hydroxy-1-[(2,2,5-trimethyl-1,3-dioxan-5-yl)carbonyl]-4-piperidinecarboxamide), Cl (HCl). Run in C1CCOC1 (THF), CCOC(=O)C (EtOAc). Reaction conditions: time 4 hour. Product: C(C#CC)OC1=CC=C(C=C1)S(=O)(=O)CC1(CCN(CC1)C(C(CO)(C)CO)=O)C(=O)NO (4-({[4-(2-Butynyloxy)phenyl]sulfonyl}methyl)-N-hydroxy-1-[3-hydroxy-2-(hydroxymethyl)-2-methylpropanoyl]-4-piperidinecarboxamide). Isolated yield 694.2%. Reaction SMILES: [CH2:1]([O:5][C:6]1[CH:11]=[CH:10][C:9]([S:12]([CH2:15][C:16]2([C:33]([NH:35][OH:36])=[O:34])[CH2:21][CH2:20][N:19]([C:22]([C:24]3([CH3:32])[CH2:29][O:28]C(C)(C)[O:26][CH2:25]3)=[O:23])[CH2:18][CH2:17]2)(=[O:14])=[O:13])=[CH:8][CH:7]=1)[C:2]#[C:3][CH3:4].Cl>C1COCC1.CCOC(C)=O>[CH2:1]([O:5][C:6]1[CH:11]=[CH:10][C:9]([S:12]([CH2:15][C:16]2([C:33]([NH:35][OH:36])=[O:34])[CH2:17][CH2:18][N:19]([C:22](=[O:23])[C:24]([CH2:25][OH:26])([CH3:32])[CH2:29][OH:28])[CH2:20][CH2:21]2)(=[O:13])=[O:14])=[CH:8][CH:7]=1)[C:2]#[C:3][CH3:4]. Procedure details: A mixture of 4-({[4-(2-Butynyloxy)phenyl]sulfonyl}methyl)-N-hydroxy-1-[(2,2,5-trimethyl-1,3-dioxan-5-yl)carbonyl]-4-piperidinecarboxamide (0.106 g, 0.2 mmol) and 2 mL of 1N HCl in 2 mL of THF was stirred at room temperature for 4 h. The reaction was diluted with EtOAc, washed with H2O, saturated NaHCO3, brine, dried over MgSO4, filtered, and concentrated in vacuo. The residue was triturated with ether to provide 0.67 g (71%) of the desired product as an off white solid. Electrospray Mass Spec: 4...